This data is from the Open Reaction Database (ORD), a public repository of structured organic reaction records. The task is: describe an organic reaction: reactants, conditions, products, and yield Starting materials: C(C)(C)OC(C)C (diisopropyl ether), CCCCC (pentane), OCC1=C(C=2N=C(N=CC2S1)N(C1=C(C=C(C(=C1)C)N1CCN(CC1)C)OC(C)C)CO)C=1C(=NC(=CC1)C)OC ({[6-(hydroxymethyl)-7-(2-methoxy-6-methylpyridin-3-yl)thieno[3,2-d]pyrimidin-2-yl][5-methyl-4-(4-methylpiperazin-1-yl)-2-(propan-2-yloxy)phenyl]amino}methanol). The solvent is C(C)(=O)OCC (ethyl acetate), O (water), C(CC(O)(C(=O)O)CC(=O)O)(=O)O (citric acid), C1CCOC1 (THF), [OH-].[Na+] (sodium hydroxide), C(C)#N (acetonitrile). The product is COC1=NC(=CC=C1C1=C(SC2=C1N=C(N=C2)NC2=C(C=C(C(=C2)C)N2CCN(CC2)C)OC(C)C)CO)C ([7-(2-methoxy-6-methylpyridin-3-yl)-2-{[5-methyl-4-(4-methylpiperazin-1-yl)-2-(propan-2-yloxy)phenyl]amino}thieno[3,2-d]pyrimidin-6-yl]methanol). Isolated yield 40.9%. RXN SMILES: [OH:1][CH2:2][C:3]1[S:11][C:10]2[CH:9]=[N:8][C:7]([N:12](CO)[C:13]3[CH:18]=[C:17]([CH3:19])[C:16]([N:20]4[CH2:25][CH2:24][N:23]([CH3:26])[CH2:22][CH2:21]4)=[CH:15][C:14]=3[O:27][CH:28]([CH3:30])[CH3:29])=[N:6][C:5]=2[C:4]=1[C:33]1[C:34]([O:40][CH3:41])=[N:35][C:36]([CH3:39])=[CH:37][CH:38]=1.C(OC(C)C)(C)C.CCCCC>C1COCC1.[OH-].[Na+].C(OCC)(=O)C.O.C(O)(=O)CC(CC(O)=O)(C(O)=O)O.C(#N)C>[CH3:41][O:40][C:34]1[C:33]([C:4]2[C:5]3[N:6]=[C:7]([NH:12][C:13]4[CH:18]=[C:17]([CH3:19])[C:16]([N:20]5[CH2:25][CH2:24][N:23]([CH3:26])[CH2:22][CH2:21]5)=[CH:15][C:14]=4[O:27][CH:28]([CH3:29])[CH3:30])[N:8]=[CH:9][C:10]=3[S:11][C:3]=2[CH2:2][OH:1])=[CH:38][CH:37]=[C:36]([CH3:39])[N:35]=1 |f:4.5|. Procedure: A solution of 457 mg of the {[6-(hydroxymethyl)-7-(2-methoxy-6-methylpyridin-3-yl)thieno[3,2-d]pyrimidin-2-yl][5-methyl-4-(4-methylpiperazin-1-yl)-2-(propan-2-yloxy)phenyl]amino}methanol mixture in 30 ml of THF and 4.75 ml of 1 M sodium hydroxide is stirred at ambient temperature for 2 h 15. The mixture is diluted with 80 ml of ethyl acetate, 40 ml of water and 5 ml of an aqueous 10% citric acid solution. The aqueous phase is extracted three times with 40 ml of ethyl acetate. The organic phases ... Reactants: Cc1ncc(CN(C(=O)OC(C)(C)C)c2ccc(C#N)cc2)c(CO)c1OCc1cccc(C#N)c1, O=C([O-])O, COCCN(CCOC)S(F)(F)F, ClCCl, [Na+]. The product is Cc1ncc(CN(C(=O)OC(C)(C)C)c2ccc(C#N)cc2)c(CF)c1OCc1cccc(C#N)c1. RXN SMILES: [C:1]([CH3:2])([CH3:3])([CH3:4])[O:5][C:6]([N:7]([c:8]1[cH:9][cH:10][c:11]([C:14]#[N:15])[cH:12][cH:13]1)[CH2:16][c:17]1[cH:18][n:19][c:20]([CH3:35])[c:21]([O:25][CH2:26][c:27]2[cH:28][c:29]([C:33]#[N:34])[cH:30][cH:31][cH:32]2)[c:22]1[CH2:23][OH:24])=[O:36].[C:50](=[O:51])([OH:52])[O-:53].[CH3:37][O:38][CH2:39][CH2:40][N:41]([S:42]([F:43])([F:44])[F:47])[CH2:45][CH2:46][O:48][CH3:49].[Cl:55][CH2:56][Cl:57].[Na+:54]>>[C:1]([CH3:2])([CH3:3])([CH3:4])[O:5][C:6]([N:7]([c:8]1[cH:9][cH:10][c:11]([C:14]#[N:15])[cH:12][cH:13]1)[CH2:16][c:17]1[cH:18][n:19][c:20]([CH3:35])[c:21]([O:25][CH2:26][c:27]2[cH:28][c:29]([C:33]#[N:34])[cH:30][cH:31][cH:32]2)[c:22]1[CH2:23][F:47])=[O:36].